Dataset: the Open Reaction Database (ORD), a public repository of structured organic reaction records. Task: describe an organic reaction: reactants, conditions, products, and yield Reactants: CN(CCC(O)CC1CCCCC1)C(=O)OC(C)(C)C, CC(C)CC(CCN(C)Cc1ccccc1)Oc1cccc2sccc12. Yields the product CN(CCC(CC1CCCCC1)Oc1cccc2sccc12)C(=O)OC(C)(C)C. Reaction SMILES: [C:27]([CH3:28])([CH3:29])([CH3:30])[O:31][C:32]([N:33]([CH3:34])[CH2:35][CH2:36][CH:37]([CH2:38][CH:39]1[CH2:40][CH2:41][CH2:42][CH2:43][CH2:44]1)[OH:45])=[O:46].[s:1]1[c:2]2[c:3]([cH:4][cH:5]1)[c:6]([O:10][CH:11]([CH2:12][CH:13]([CH3:14])[CH3:15])[CH2:16][CH2:17][N:18]([CH2:19][c:20]1[cH:21][cH:22][cH:23][cH:24][cH:25]1)[CH3:26])[cH:7][cH:8][cH:9]2>>[s:1]1[c:2]2[c:3]([cH:4][cH:5]1)[c:6]([O:45][CH:37]([CH2:36][CH2:35][N:33]([C:32]([O:31][C:27]([CH3:28])([CH3:29])[CH3:30])=[O:46])[CH3:34])[CH2:38][CH:39]1[CH2:40][CH2:41][CH2:42][CH2:43][CH2:44]1)[cH:7][cH:8][cH:9]2.